This data is from the Open Reaction Database (ORD), a public repository of structured organic reaction records. The task is: describe an organic reaction: reactants, conditions, products, and yield The reactants are BrC1=C(C=CC=C1)CCN (2-(2-Bromo-phenyl)-ethylamine), C(C)(=O)OC(C)=O (acetic anhydride). The product is BrC1=C(C=CC=C1)CCNC(C)=O (N-[2-(2-Bromo-phenyl)-ethyl]-acetamide). As a reaction SMILES: [Br:1][C:2]1[CH:7]=[CH:6][CH:5]=[CH:4][C:3]=1[CH2:8][CH2:9][NH2:10].[C:11](OC(=O)C)(=[O:13])[CH3:12]>>[Br:1][C:2]1[CH:7]=[CH:6][CH:5]=[CH:4][C:3]=1[CH2:8][CH2:9][NH:10][C:11](=[O:13])[CH3:12]. Reported procedure: In close analogy to the procedure described above, 2-(2-Bromo-phenyl)-ethylamine is reacted with acetic anhydride to provide the title compound. The reactants are C(C)(=O)O[C@@H]1CC2=CC[C@H]3[C@@H]4CC[C@H]([C@@H](CCC(=O)O)C)[C@]4(CC[C@@H]3[C@]2(CC1)C)C (3β-acetoxy-5-cholenic acid), C(C(=O)Cl)(=O)Cl (oxalyl chloride). Solvent: ClCCl (dichloromethane). Conditions: time 1 hour. Product: C(C)(=O)O[C@@H]1CC2=CC[C@H]3[C@@H]4CC[C@H]([C@@H](CCC(=O)Cl)C)[C@]4(CC[C@@H]3[C@]2(CC1)C)C (3β-acetoxy-5-cholenic acid chloride). Reaction SMILES: [C:1]([O:4][C@H:5]1[CH2:28][CH2:27][C@@:26]2([CH3:29])[C:7](=[CH:8][CH2:9][C@@H:10]3[C@@H:25]2[CH2:24][CH2:23][C@@:22]2([CH3:30])[C@H:11]3[CH2:12][CH2:13][C@@H:14]2[C@H:15]([CH3:21])[CH2:16][CH2:17][C:18](O)=[O:19])[CH2:6]1)(=[O:3])[CH3:2].C(Cl)(=O)C([Cl:34])=O>ClCCl>[C:1]([O:4][C@H:5]1[CH2:28][CH2:27][C@@:26]2([CH3:29])[C:7](=[CH:8][CH2:9][C@@H:10]3[C@@H:25]2[CH2:24][CH2:23][C@@:22]2([CH3:30])[C@H:11]3[CH2:12][CH2:13][C@@H:14]2[C@H:15]([CH3:21])[CH2:16][CH2:17][C:18]([Cl:34])=[O:19])[CH2:6]1)(=[O:3])[CH3:2]. Reported procedure: To a solution of 3β-acetoxy-5-cholenic acid (50.0 g, 118 mmole) in dry dichloromethane (200 ml) was added dropwise oxalyl chloride (30 ml, 448 mmole). The solution was stirred at room temperature for one hour and then concentrated in vacuo to obtain 3β-acetoxy-5-cholenic acid chloride 331. 1H NMR (400 MHz, CDCl3) δ: 0.70 (3H, s, 18-CH3), 0.95 (3H, d, 21-CH3), 1.05 (3H, s, 19-CH3), 2.04 (3H, s, --OCOCH3), 4.60 (1H, m, 3α-H), 5.38 (1H, m, 6-H). Compound 331 was used in the following step without p...